From a dataset of the Open Reaction Database (ORD), a public repository of structured organic reaction records. describe an organic reaction: reactants, conditions, products, and yield Reactants: CCCc1ccc(CCCBr)cc1, Cc1ccccc1, c1ccc(P(c2ccccc2)c2ccccc2)cc1. The product is [Br-], CCCc1ccc(CCC[P+](c2ccccc2)(c2ccccc2)c2ccccc2)cc1. RXN SMILES: [CH2:1]([CH2:2][CH3:3])[c:4]1[cH:5][cH:6][c:7]([CH2:10][CH2:11][CH2:12][Br:13])[cH:8][cH:9]1.[CH3:33][c:34]1[cH:35][cH:36][cH:37][cH:38][cH:39]1.[c:14]1([P:20]([c:21]2[cH:22][cH:23][cH:24][cH:25][cH:26]2)[c:27]2[cH:28][cH:29][cH:30][cH:31][cH:32]2)[cH:15][cH:16][cH:17][cH:18][cH:19]1>>[Br-:13].[CH2:1]([CH2:2][CH3:3])[c:4]1[cH:5][cH:6][c:7]([CH2:10][CH2:11][CH2:12][P+:20]([c:14]2[cH:15][cH:16][cH:17][cH:18][cH:19]2)([c:21]2[cH:22][cH:23][cH:24][cH:25][cH:26]2)[c:27]2[cH:28][cH:29][cH:30][cH:31][cH:32]2)[cH:8][cH:9]1.